Dataset: the Open Reaction Database (ORD), a public repository of structured organic reaction records. Task: describe an organic reaction: reactants, conditions, products, and yield Starting materials: CCC(=O)Cl, Cc1cc(C)cc(C(=O)N2CCC(N3CCC(n4c(=O)[nH]c5ccccc54)CC3)CC2Cc2ccccc2)c1. Yields the product CCC(=O)n1c(=O)n(C2CCN(C3CCN(C(=O)c4cc(C)cc(C)c4)C(Cc4ccccc4)C3)CC2)c2ccccc21. RXN SMILES: [C:1]([CH2:2][CH3:3])(=[O:4])[Cl:5].[O:6]=[c:7]1[nH:8][c:9]2[c:10]([n:11]1[CH:12]1[CH2:13][CH2:14][N:15]([CH:18]3[CH2:19][CH:20]([CH2:34][c:35]4[cH:36][cH:37][cH:38][cH:39][cH:40]4)[N:21]([C:24]([c:25]4[cH:26][c:27]([CH3:32])[cH:28][c:29]([CH3:31])[cH:30]4)=[O:33])[CH2:22][CH2:23]3)[CH2:16][CH2:17]1)[cH:41][cH:42][cH:43][cH:44]2>>[C:1]([CH2:2][CH3:3])(=[O:4])[n:8]1[c:7](=[O:6])[n:11]([CH:12]2[CH2:13][CH2:14][N:15]([CH:18]3[CH2:19][CH:20]([CH2:34][c:35]4[cH:36][cH:37][cH:38][cH:39][cH:40]4)[N:21]([C:24]([c:25]4[cH:26][c:27]([CH3:32])[cH:28][c:29]([CH3:31])[cH:30]4)=[O:33])[CH2:22][CH2:23]3)[CH2:16][CH2:17]2)[c:10]2[c:9]1[cH:44][cH:43][cH:42][cH:41]2. Reactants: C(CCCC)C1=CC=C(C(=O)Cl)C=C1 (p-pentylbenzoyl chloride), OC1=CC=C(C=C1)S(F)(F)(F)(F)F (p-hydroxyphenyl sulfur pentafluoride). Solvent: N1=CC=CC=C1 (pyridine). Run at time 20 hour. The product is C(CCCC)C1=CC=C(C(=O)OC2=CC=C(C=C2)S(F)(F)(F)(F)F)C=C1 (4-(4-pentylbenzoyloxy)-phenylsulfur pentafluoride). As a reaction SMILES: [CH2:1]([C:6]1[CH:14]=[CH:13][C:9]([C:10](Cl)=[O:11])=[CH:8][CH:7]=1)[CH2:2][CH2:3][CH2:4][CH3:5].[OH:15][C:16]1[CH:21]=[CH:20][C:19]([S:22]([F:27])([F:26])([F:25])([F:24])[F:23])=[CH:18][CH:17]=1>N1C=CC=CC=1>[CH2:1]([C:6]1[CH:14]=[CH:13][C:9]([C:10]([O:15][C:16]2[CH:21]=[CH:20][C:19]([S:22]([F:27])([F:23])([F:24])([F:25])[F:26])=[CH:18][CH:17]=2)=[O:11])=[CH:8][CH:7]=1)[CH2:2][CH2:3][CH2:4][CH3:5]. Procedure details: A mixture of 11.6 g of p-pentylbenzoyl chloride, 11.1 g of p-hydroxyphenyl sulfur pentafluoride and 100 ml of pyridine is stirred it room temperature for 20 hours. Concentrating the mixture and working it up in the customary manner gives 4-(4-pentylbenzoyloxy)-phenylsulfur pentafluoride. The reactants are ClC1=CC=C(C=C1)C=1C=CC(=NC1)NN (5-(4-chlorophenyl)-2-hydrazinopyridine), C(C)(OCC)([O-])[O-] (ethyl orthoacetate). The product is ClC1=CC=C(C=C1)C=1C=CC=2N(C1)C(=NN2)C (6-(4-Chlorophenyl)-3-methyl-1,2,4-triazolo[4,3-a]pyridine). Reaction SMILES: [Cl:1][C:2]1[CH:7]=[CH:6][C:5]([C:8]2[CH:9]=[CH:10][C:11]([NH:14][NH2:15])=[N:12][CH:13]=2)=[CH:4][CH:3]=1.[C:16]([O-])([O-])(OCC)[CH3:17]>>[Cl:1][C:2]1[CH:7]=[CH:6][C:5]([C:8]2[CH:9]=[CH:10][C:11]3[N:12]([C:16]([CH3:17])=[N:15][N:14]=3)[CH:13]=2)=[CH:4][CH:3]=1. Procedure: A mixture of 8.5 g. of 5-(4-chlorophenyl)-2-hydrazinopyridine and 80 ml. of ethyl orthoacetate is refluxed for 5 hours, the mixture is filtered and the solid is washed with hexane to afford 5.0 g. of the product of the Example as a tan solid, m.p. 192°-193.5° C. The reactants are COC(=O)c1ccc(CC(C)=NO)cc1, CO, Cl, [Na+], [Na+], O, O=S(=O)([O-])S(=O)(=O)[O-]. The product is COC(=O)c1ccc(CC(C)=O)cc1. As a reaction SMILES: [C:11](=[O:12])([O:13][CH3:14])[c:15]1[cH:16][cH:17][c:18]([CH2:21][C:22]([CH3:23])=[N:24][OH:25])[cH:19][cH:20]1.[CH3:28][OH:29].[ClH:26].[Na+:10].[Na+:9].[OH2:27].[S:1](=[O:2])([S:3]([O-:4])(=[O:5])=[O:6])([O-:7])=[O:8]>>[O:2]=[C:22]([CH2:21][c:18]1[cH:17][cH:16][c:15]([C:11](=[O:12])[O:13][CH3:14])[cH:20][cH:19]1)[CH3:23]. Starting materials: [OH-].[Na+] (NaOH), ClC=1C=CC(=C(N(C(C(F)(F)F)=O)C)C1)[N+](=O)[O-] (5-chloro-N-methyl-2-nitro-N-trifluoroacetylaniline), O (water). The solvent is CO (methanol), CO (methanol). Reaction conditions: time 3 hour. The product is ClC=1C=CC(=C(NC)C1)[N+](=O)[O-] (5-chloro-N-methyl-2-nitroaniline). Reaction SMILES: [Cl:1][C:2]1[CH:3]=[CH:4][C:5]([N+:16]([O-:18])=[O:17])=[C:6]([CH:15]=1)[N:7](C)[C:8](=O)C(F)(F)F.[OH-].[Na+].O>CO>[Cl:1][C:2]1[CH:3]=[CH:4][C:5]([N+:16]([O-:18])=[O:17])=[C:6]([CH:15]=1)[NH:7][CH3:8] |f:1.2|. Reported procedure: 5-Chloro-N-methyl-2-nitro-N-trifluoroacetylaniline (30 g) from Example 9 was dissolved in methanol (300 ml), followed by addition of an aqueous 15% NaOH solution and subsequent addition of methanol (50 ml) under stirring for 3 hours. The reaction mixture solution was poured into water (400 ml), and the precipitate was given by filtration, which was then washed with water. The precipitate was dissolved in methylene chloride (300 ml), and then the methylene chloride layer was washed with water and... The reactants are N1CCOCC1 (morpholine), IC1=C(C(=O)Cl)C=CC=C1 (o-iodobenzoyl chloride), [Na+].[Cl-] (NaCl), C1=CC=CC=C1.CCCCCC (benzene hexane). Run in O1CCCC1 (tetrahydrofuran), O1CCCC1 (tetrahydrofuran). Yields the product IC1=C(C(=O)N2CCOCC2)C=CC=C1 (N-o-iodobenzoylmorpholine). RXN SMILES: [NH:1]1[CH2:6][CH2:5][O:4][CH2:3][CH2:2]1.[I:7][C:8]1[CH:16]=[CH:15][CH:14]=[CH:13][C:9]=1[C:10](Cl)=[O:11].[Na+].[Cl-].C1C=CC=CC=1.CCCCCC>O1CCCC1>[I:7][C:8]1[CH:16]=[CH:15][CH:14]=[CH:13][C:9]=1[C:10]([N:1]1[CH2:6][CH2:5][O:4][CH2:3][CH2:2]1)=[O:11] |f:2.3,4.5|. Procedure details: A solution of 15 ml of morpholine in 30 ml of tetrahydrofuran was reacted with a solution of 8.0 g o-iodobenzoyl chloride in 20 ml tetrahydrofuran for 10 minutes. The product was obtained in the manner described in Example 3, using saturated NaCl instead of H2O. There was obtained by recrystallization from benzene/hexane 6.8 g of N-o-iodobenzoylmorpholine as hard, translucent crystals, m.p. 86°-87°, Rf 0.73. The reactants are CCC(C)(CC)N=C=NC, CN(C)CCn1ncc2cc(N)ccc21, CN1CCOCC1, Cl, O=C(O)Cc1ccc(Oc2ccccc2)cc1, CN(C)C=O, On1nnc2ccccc21. Yields the product CN(C)CCn1ncc2cc(NC(=O)Cc3ccc(Oc4ccccc4)cc3)ccc21. Reaction SMILES: [CH2:34]([C:35]([CH3:36])([N:37]=[C:38]=[N:39][CH3:40])[CH2:41][CH3:42])[CH3:43].[CH3:1][N:2]([CH2:3][CH2:4][n:5]1[n:6][cH:7][c:8]2[cH:9][c:10]([NH2:14])[cH:11][cH:12][c:13]12)[CH3:15].[CH3:54][N:55]1[CH2:56][CH2:57][O:58][CH2:59][CH2:60]1.[ClH:33].[O:16]([c:17]1[cH:18][cH:19][cH:20][cH:21][cH:22]1)[c:23]1[cH:24][cH:25][c:26]([CH2:29][C:30](=[O:31])[OH:32])[cH:27][cH:28]1.[O:61]=[CH:62][N:63]([CH3:64])[CH3:65].[OH:44][n:45]1[c:46]2[cH:47][cH:48][cH:49][cH:50][c:51]2[n:52][n:53]1>>[CH3:1][N:2]([CH2:3][CH2:4][n:5]1[n:6][cH:7][c:8]2[cH:9][c:10]([NH:14][C:30]([CH2:29][c:26]3[cH:25][cH:24][c:23]([O:16][c:17]4[cH:18][cH:19][cH:20][cH:21][cH:22]4)[cH:28][cH:27]3)=[O:31])[cH:11][cH:12][c:13]12)[CH3:15]. Reactants: Cc1ccc(NC(=O)C(C)C)cc1C1CCNCC1, Fc1ccc(C(CCCCl)c2ccc(F)cc2)cc1. Product: Cc1ccc(NC(=O)C(C)C)cc1C1CCN(CCCC(c2ccc(F)cc2)c2ccc(F)cc2)CC1. As a reaction SMILES: [CH3:20][CH:21]([C:22](=[O:23])[NH:24][c:25]1[cH:26][c:27]([CH:32]2[CH2:33][CH2:34][NH:35][CH2:36][CH2:37]2)[c:28]([CH3:31])[cH:29][cH:30]1)[CH3:38].[Cl:1][CH2:2][CH2:3][CH2:4][CH:5]([c:6]1[cH:7][cH:8][c:9]([F:12])[cH:10][cH:11]1)[c:13]1[cH:14][cH:15][c:16]([F:19])[cH:17][cH:18]1>>[CH2:2]([CH2:3][CH2:4][CH:5]([c:6]1[cH:7][cH:8][c:9]([F:12])[cH:10][cH:11]1)[c:13]1[cH:14][cH:15][c:16]([F:19])[cH:17][cH:18]1)[N:35]1[CH2:34][CH2:33][CH:32]([c:27]2[cH:26][c:25]([NH:24][C:22]([CH:21]([CH3:20])[CH3:38])=[O:23])[cH:30][cH:29][c:28]2[CH3:31])[CH2:37][CH2:36]1. The reactants are CCCCc1ncc(CCO)n1Cc1ccccc1Cl, ClCCl, COC(=O)C(N)Cc1ccccc1, CCN(C(C)C)C(C)C, Cl, O=S(=O)(OS(=O)(=O)C(F)(F)F)C(F)(F)F. Yields the product CCCCc1ncc(CCNC(Cc2ccccc2)C(=O)OC)n1Cc1ccccc1Cl. As a reaction SMILES: [CH2:16]([CH2:17][CH2:18][CH3:19])[c:20]1[n:21]([CH2:28][c:29]2[c:30]([Cl:35])[cH:31][cH:32][cH:33][cH:34]2)[c:22]([CH2:25][CH2:26][OH:27])[cH:23][n:24]1.[CH2:59]([Cl:60])[Cl:61].[CH3:45][O:46][C:47]([CH:48]([NH2:49])[CH2:50][c:51]1[cH:52][cH:53][cH:54][cH:55][cH:56]1)=[O:57].[CH:36]([N:37]([CH:38]([CH3:39])[CH3:40])[CH2:41][CH3:42])([CH3:43])[CH3:44].[ClH:58].[F:1][C:2]([S:3]([O:4][S:5]([C:6]([F:7])([F:8])[F:9])(=[O:10])=[O:11])(=[O:12])=[O:13])([F:14])[F:15]>>[CH2:16]([CH2:17][CH2:18][CH3:19])[c:20]1[n:21]([CH2:28][c:29]2[c:30]([Cl:35])[cH:31][cH:32][cH:33][cH:34]2)[c:22]([CH2:25][CH2:26][NH:49][CH:48]([C:47]([O:46][CH3:45])=[O:57])[CH2:50][c:51]2[cH:52][cH:53][cH:54][cH:55][cH:56]2)[cH:23][n:24]1.